Dataset: the Open Reaction Database (ORD), a public repository of structured organic reaction records. Task: describe an organic reaction: reactants, conditions, products, and yield Starting materials: O=C([O-])[O-], CI, CCOC(C)=O, CC1(C)OB(c2c[nH]c(C(=O)OCc3ccccc3)c2)OC1(C)C, [Cs+], [Cs+], CN(C)C=O. Yields the product Cn1cc(B2OC(C)(C)C(C)(C)O2)cc1C(=O)OCc1ccccc1. As a reaction SMILES: [C:27](=[O:28])([O-:29])[O-:30].[CH3:1][I:2].[CH3:38][CH2:39][O:40][C:41](=[O:42])[CH3:43].[CH3:3][C:4]1([CH3:26])[O:5][B:6]([c:11]2[cH:12][c:13]([C:16](=[O:17])[O:18][CH2:19][c:20]3[cH:21][cH:22][cH:23][cH:24][cH:25]3)[nH:14][cH:15]2)[O:7][C:8]1([CH3:9])[CH3:10].[Cs+:31].[Cs+:32].[O:33]=[CH:34][N:35]([CH3:36])[CH3:37]>>[CH3:3][C:4]1([CH3:26])[O:5][B:6]([c:11]2[cH:12][c:13]([C:16](=[O:17])[O:18][CH2:19][c:20]3[cH:21][cH:22][cH:23][cH:24][cH:25]3)[n:14]([CH3:27])[cH:15]2)[O:7][C:8]1([CH3:9])[CH3:10]. Starting materials: C1CCOC1, CO, Cn1cc(C(N)=O)c(Nc2ccc(C#CCO)cc2F)cc1=O. Yields the product Cn1cc(C(N)=O)c(Nc2ccc(CCCO)cc2F)cc1=O. Reaction SMILES: [CH2:26]1[O:27][CH2:28][CH2:29][CH2:30]1.[CH3:24][OH:25].[F:1][c:2]1[c:3]([NH:4][c:5]2[c:6]([C:13](=[O:14])[NH2:15])[cH:7][n:8]([CH3:12])[c:9](=[O:11])[cH:10]2)[cH:16][cH:17][c:18]([C:20]#[C:21][CH2:22][OH:23])[cH:19]1>>[F:1][c:2]1[c:3]([NH:4][c:5]2[c:6]([C:13](=[O:14])[NH2:15])[cH:7][n:8]([CH3:12])[c:9](=[O:11])[cH:10]2)[cH:16][cH:17][c:18]([CH2:20][CH2:21][CH2:22][OH:23])[cH:19]1. The reactants are O=C([O-])[O-], CN(C)C=O, COc1ccccc1B(O)O, [K+], [K+], Nc1cnc(Br)cn1, c1ccc(P(c2ccccc2)(c2ccccc2)[Pd](P(c2ccccc2)(c2ccccc2)c2ccccc2)(P(c2ccccc2)(c2ccccc2)c2ccccc2)P(c2ccccc2)(c2ccccc2)c2ccccc2)cc1. The product is COc1ccccc1-c1cnc(N)cn1. As a reaction SMILES: [C:20](=[O:21])([O-:22])[O-:23].[CH3:26][N:27]([CH3:28])[CH:29]=[O:30].[CH3:9][O:10][c:11]1[c:12]([B:17]([OH:18])[OH:19])[cH:13][cH:14][cH:15][cH:16]1.[K+:24].[K+:25].[NH2:1][c:2]1[n:3][cH:4][c:5]([Br:8])[n:6][cH:7]1.[cH:31]1[cH:32][cH:33][c:34]([P:35]([Pd:36]([P:37]([c:38]2[cH:39][cH:40][cH:41][cH:42][cH:43]2)([c:44]2[cH:45][cH:46][cH:47][cH:48][cH:49]2)[c:50]2[cH:51][cH:52][cH:53][cH:54][cH:55]2)([P:56]([c:57]2[cH:58][cH:59][cH:60][cH:61][cH:62]2)([c:63]2[cH:64][cH:65][cH:66][cH:67][cH:68]2)[c:69]2[cH:70][cH:71][cH:72][cH:73][cH:74]2)[P:75]([c:76]2[cH:77][cH:78][cH:79][cH:80][cH:81]2)([c:82]2[cH:83][cH:84][cH:85][cH:86][cH:87]2)[c:88]2[cH:89][cH:90][cH:91][cH:92][cH:93]2)([c:94]2[cH:95][cH:96][cH:97][cH:98][cH:99]2)[c:100]2[cH:101][cH:102][cH:103][cH:104][cH:105]2)[cH:106][cH:107]1>>[NH2:1][c:2]1[n:3][cH:4][c:5](-[c:12]2[c:11]([O:10][CH3:9])[cH:16][cH:15][cH:14][cH:13]2)[n:6][cH:7]1. Starting materials: COC(=O)c1cc2[nH]nc(I)c2s1, [K+], C1CCOC1, [OH-], O. Product: O=C(O)c1cc2[nH]nc(I)c2s1. As a reaction SMILES: [CH3:1][O:2][C:3](=[O:4])[c:5]1[cH:6][c:7]2[nH:8][n:9][c:10]([I:13])[c:11]2[s:12]1.[K+:15].[O:17]1[CH2:18][CH2:19][CH2:20][CH2:21]1.[OH-:14].[OH2:16]>>[O:2]=[C:3]([OH:4])[c:5]1[cH:6][c:7]2[nH:8][n:9][c:10]([I:13])[c:11]2[s:12]1. The reagents and catalysts are [Fe] (Iron). Reactants: ClC1=C(C=CC(=C1)[N+](=O)[O-])N1CCC(CC1)N1C(OCC2=C1C=CC=C2)=O (1-[1-(2-Chloro-4-nitrophenyl)piperidin-4-yl]-1,4-dihydro-2H-3,1-benzoxazin-2-one). Reaction SMILES: [Cl:1][C:2]1[CH:7]=[C:6]([N+:8]([O-])=O)[CH:5]=[CH:4][C:3]=1[N:11]1[CH2:16][CH2:15][CH:14]([N:17]2[C:22]3[CH:23]=[CH:24][CH:25]=[CH:26][C:21]=3[CH2:20][O:19][C:18]2=[O:27])[CH2:13][CH2:12]1>C(O)(=O)C.O1CCCC1.[Fe]>[NH2:8][C:6]1[CH:5]=[CH:4][C:3]([N:11]2[CH2:12][CH2:13][CH:14]([N:17]3[C:22]4[CH:23]=[CH:24][CH:25]=[CH:26][C:21]=4[CH2:20][O:19][C:18]3=[O:27])[CH2:15][CH2:16]2)=[C:2]([Cl:1])[CH:7]=1. The solvent is C(C)(=O)O (acetic acid), O1CCCC1 (tetrahydrofuran). Product: NC1=CC(=C(C=C1)N1CCC(CC1)N1C(OCC2=C1C=CC=C2)=O)Cl (1-[1-(4-Amino-2-chlorophenyl)piperidin-4-yl]-1,4-dihydro-2H-3,1-benzoxazin-2-one). Reported procedure: Iron powder (1.5 g) was added to a solution of the product from step (i) (1.37 g) in acetic acid (50 ml) and tetrahydrofuran (20 ml). After stirring at room temperature for 5 h, the mixture was filtered through celite, the solvent removed under reduced pressure and the residue partitioned between ethyl acetate and aqueous sodium hydrogencarbonate solution. The organic layer was washed with water, dried and evaporated under reduced pressure. Purification was by chromatography eluting with 50% eth... Reaction conditions: time 5 hour.